This data is from the Open Reaction Database (ORD), a public repository of structured organic reaction records. The task is: describe an organic reaction: reactants, conditions, products, and yield As a reaction SMILES: [Cl:1][C:2]1[CH:3]=[CH:4][C:5]([OH:10])=[C:6]([CH:9]=1)[CH:7]=[O:8].[CH2:11]([O:13][C:14](=[O:20])[CH:15](Br)[CH2:16][CH2:17][CH3:18])[CH3:12].C([O-])([O-])=O.[K+].[K+].O>CN(C=O)C>[CH2:11]([O:13][C:14](=[O:20])[CH:15]([O:10][C:5]1[CH:4]=[CH:3][C:2]([Cl:1])=[CH:9][C:6]=1[CH:7]=[O:8])[CH2:16][CH2:17][CH3:18])[CH3:12] |f:2.3.4|. Solvent: CN(C)C=O (DMF). Conditions: temperature 140 celsius. The reactants are O (water), ClC=1C=CC(=C(C=O)C1)O (5-chloro-2-hydroxy-benzaldehyde), C(C)OC(C(CCC)Br)=O (2-bromo-pentanoic acid ethyl ester), C(=O)([O-])[O-].[K+].[K+] (K2CO3). Procedure: A mixture of 5-chloro-2-hydroxy-benzaldehyde (15 g, 0.1 mol), 2-bromo-pentanoic acid ethyl ester (27 g, 0.13 mol) and K2CO3 (27 g, 0.2 mol) in DMF (100 mL) was heated at 140° C. for 1 h. After cooled to room temperature, the mixture was poured into water and the water phase was extracted with EtOAc thrice. The combined organic layers were washed with water and brine, dried over anhydrous Na2SO4 and concentrated. The residue was purified by flash column to give the title compound as a colorless o... The product is C(C)OC(C(CCC)OC1=C(C=C(C=C1)Cl)C=O)=O (2-(4-chloro-2-formyl-phenoxy)-pentanoic acid ethyl ester). The yield is 84.3%.